Dataset: the Open Reaction Database (ORD), a public repository of structured organic reaction records. Task: describe an organic reaction: reactants, conditions, products, and yield Reactants: O=C1CCCO1, CCCCCCCCCCN, Cc1ccccc1, [Cl-], [Cl-], [Zn+2]. Product: CCCCCCCCCCNC(=O)CCCO. As a reaction SMILES: [C:12]1(=[O:17])[CH2:13][CH2:14][CH2:15][O:16]1.[CH2:1]([CH2:2][CH2:3][CH2:4][CH2:5][CH2:6][CH2:7][CH2:8][CH2:9][CH3:10])[NH2:11].[CH3:21][c:22]1[cH:23][cH:24][cH:25][cH:26][cH:27]1.[Cl-:18].[Cl-:20].[Zn+2:19]>>[CH2:1]([CH2:2][CH2:3][CH2:4][CH2:5][CH2:6][CH2:7][CH2:8][CH2:9][CH3:10])[NH:11][C:15]([CH2:14][CH2:13][CH2:12][OH:17])=[O:16]. The reactants are OC1=NC(=CC=2N1C=CN2)C(=O)OC (Methyl 5-hydroxyimidazo[1,2-c]pyrimidine-7-carboxylate), C(C)N(C1=CC=CC=C1)CC (N,N-diethylaniline), O=P(Cl)(Cl)Cl (POCl3). Conditions: temperature 50 celsius, time 30 minute. The product is ClC1=NC(=CC=2N1C=CN2)C(=O)OC (methyl 5-chloroimidazo[1,2-c]pyrimidine-7-carboxylate). Reaction SMILES: O[C:2]1[N:7]2[CH:8]=[CH:9][N:10]=[C:6]2[CH:5]=[C:4]([C:11]([O:13][CH3:14])=[O:12])[N:3]=1.C(N(CC)C1C=CC=CC=1)C.O=P(Cl)(Cl)[Cl:28]>>[Cl:28][C:2]1[N:7]2[CH:8]=[CH:9][N:10]=[C:6]2[CH:5]=[C:4]([C:11]([O:13][CH3:14])=[O:12])[N:3]=1. Reported procedure: Methyl 5-hydroxyimidazo[1,2-c]pyrimidine-7-carboxylate (4.0 g, 21 mmol) and N,N-diethylaniline (6.6 mL, 41 mmol) were suspended in POCl3 (80 mL, 870 mmol) and heated at 50° C. for 30 minutes. The reaction mixture remained heterogeneous, so the temperature was raised to 100° C. After 30 minutes, LCMS analysis showed mostly the title compound, along with 5,7-dichloroimidazo[1,2-c]pyrimidine (which was presumably formed from 7-chloroimidazo[1,2-c]pyrimidin-5-ol carried through from the previous ste... Reactants: C1=CC2=C(C=C1C(=O)O)C(=O)OC2=O (trimellitic acid anhydride), p,p' diphenyl methane diisocyanate, Bis 2-ethoxy ethylether, C1(=CC=CC=C1)O (phenol). Product: C(CCCCC(=O)O)(=O)O (adipic acid). Yield: 59.2%. Reaction SMILES: C1[C:6]([C:7]([OH:9])=[O:8])=[CH:5][C:4]2C([O:12][C:13](=[O:14])[C:3]=2C=1)=O.C1(O)C=CC=CC=1>>[C:13]([OH:14])(=[O:12])[CH2:3][CH2:4][CH2:5][CH2:6][C:7]([OH:9])=[O:8]. Procedure: A solution is formed by mixing 60.0 grams of trimellitic acid anhydride and 130.0 grams of p,p' diphenyl methane diisocyanate and 110.0 grams of Bis 2-ethoxy ethylether and 4.8 grams of phenol by heating the mixture. At approximately 135°C. a clear, homogeneous solution is obtained. Once clarity is obtained 27.0 grams of adipic acid is added slowly. The temperature of the mixture is raised to approximately 190°C. and slow reflux is maintained. After approximately 45 minutes, a brownish viscous r... Starting materials: OC(CC1=NC=CC=C1)(P(O)(O)=O)P(O)(O)=O ([1-Hydroxy-2-(2-pyridinyl)ethylidene]bis[phosphonic acid]), IC (iodomethane). The solvent is [OH-].[Na+] (sodium hydroxide), C(C)O (ethanol), O (water). Reaction conditions: temperature 80 celsius. Product: [OH-].OC(CC1=[N+](C=CC=C1)C)(P(=O)(O)O)P(=O)(O)O (2-(2-hydroxy-2,2-diphosphonoethyl)-1-methyl pyridinium hydroxide). The yield is 165.4%. RXN SMILES: [OH:1][C:2]([P:14](=[O:17])([OH:16])[OH:15])([P:10](=[O:13])([OH:12])[OH:11])[CH2:3][C:4]1[CH:9]=[CH:8][CH:7]=[CH:6][N:5]=1.I[CH3:19]>[OH-].[Na+].O.C(O)C>[OH-:1].[OH:1][C:2]([P:14]([OH:15])([OH:16])=[O:17])([P:10]([OH:11])([OH:12])=[O:13])[CH2:3][C:4]1[CH:9]=[CH:8][CH:7]=[CH:6][N+:5]=1[CH3:19] |f:2.3,6.7|. Procedure details: [1-Hydroxy-2-(2-pyridinyl)ethylidene]bis[phosphonic acid] (3.53 mmol, 1.0 g) is dissolved in 8.8 ml of 1N sodium hydroxide solution and 8.8 ml of distilled water. To this is added iodomethane (17.67 mmol, 1.1 ml) in 18 ml of ethanol. This reaction mixture is heated at 80° C. until complete. The solvent is concentrated in vacuo and the residue is recrystallized from ethanol and water to yield 0.92 g of 2-(2-hydroxy-2,2-diphosphonoethyl)-1-methyl pyridinium hydroxide, inner salt, monosodium salt. Yields the product CC(C)n1nc(-c2nc(-n3cccc3)c(N)nc2-c2ccccc2)ccc1=O. Reactants: CCCCCC, ClC(Cl)Cl, [H-], CC(C)n1nc(-c2nc(Br)c(N)nc2-c2ccccc2)ccc1=O, [Na+], C1COCCO1, O, c1cc[nH]c1. RXN SMILES: [CH3:39][CH2:40][CH2:41][CH2:42][CH2:43][CH3:44].[CH:45]([Cl:46])([Cl:47])[Cl:48].[H-:2].[NH2:8][c:9]1[n:10][c:11](-[c:26]2[cH:27][cH:28][cH:29][cH:30][cH:31]2)[c:12](-[c:16]2[cH:17][cH:18][c:19](=[O:25])[n:20]([CH:22]([CH3:23])[CH3:24])[n:21]2)[n:13][c:14]1[Br:15].[Na+:1].[O:33]1[CH2:34][CH2:35][O:36][CH2:37][CH2:38]1.[OH2:32].[nH:3]1[cH:4][cH:5][cH:6][cH:7]1>>[n:3]1(-[c:14]2[c:9]([NH2:8])[n:10][c:11](-[c:26]3[cH:27][cH:28][cH:29][cH:30][cH:31]3)[c:12](-[c:16]3[cH:17][cH:18][c:19](=[O:25])[n:20]([CH:22]([CH3:23])[CH3:24])[n:21]3)[n:13]2)[cH:4][cH:5][cH:6][cH:7]1. The reactants are C=CCON=C(C)C(C)Nc1c(C)cccc1C, CCOC(C)=O, O=C(Cl)CCl, O, c1ccncc1. Product: C=CCON=C(C)C(C)N(C(=O)CCl)c1c(C)cccc1C. As a reaction SMILES: [CH2:1]([CH:2]=[CH2:3])[O:4][N:5]=[C:6]([CH3:7])[CH:8]([CH3:9])[NH:10][c:11]1[c:12]([CH3:18])[cH:13][cH:14][cH:15][c:16]1[CH3:17].[CH3:31][CH2:32][O:33][C:34](=[O:35])[CH3:36].[Cl:25][CH2:26][C:27](=[O:28])[Cl:29].[OH2:30].[cH:19]1[cH:20][cH:21][n:22][cH:23][cH:24]1>>[CH2:1]([CH:2]=[CH2:3])[O:4][N:5]=[C:6]([CH3:7])[CH:8]([CH3:9])[N:10]([c:11]1[c:12]([CH3:18])[cH:13][cH:14][cH:15][c:16]1[CH3:17])[C:27]([CH2:26][Cl:25])=[O:28]. Starting materials: ClC=1C=C(C=CC1)C1CN(C(O1)=O)C1CC2=CC(=C(C=C2CC1)O)O (5-(3-chlorophenyl)-3-(1,2,3,4-tetrahydro-6,7-dihydroxynaphthalen-2-yl)-2-oxazolidinone), BrC(C(=O)OCC)(C(=O)OCC)Br (diethyl dibromomalonate), C([O-])([O-])=O.[K+].[K+] (potassium carbonate). Solvent: CC(=O)C (acetone). Run at time 18 hour. The product is C(C)OC(=O)C1(OC2=C(O1)C=C1CC[C@H](CC1=C2)N2C(O[C@H](C2)C2=CC(=CC=C2)Cl)=O)C(=O)OCC ((R*,S*)-6-[5-(3-Chlorophenyl)-2-oxo-3-oxazolidinyl]-5,6,7,8-tetrahydronaphtho[2,3-d]-1,3-dioxole-2,2-dicarboxylic acid diethyl ester). The yield is 54.9%. Reaction SMILES: [Cl:1][C:2]1[CH:3]=[C:4]([CH:8]2[O:12][C:11](=[O:13])[N:10]([CH:14]3[CH2:23][CH2:22][C:21]4[C:16](=[CH:17][C:18]([OH:25])=[C:19]([OH:24])[CH:20]=4)[CH2:15]3)[CH2:9]2)[CH:5]=[CH:6][CH:7]=1.Br[C:27](Br)([C:33]([O:35][CH2:36][CH3:37])=[O:34])[C:28]([O:30][CH2:31][CH3:32])=[O:29].C(=O)([O-])[O-].[K+].[K+]>CC(C)=O>[CH2:36]([O:35][C:33]([C:27]1([C:28]([O:30][CH2:31][CH3:32])=[O:29])[O:24][C:19]2[CH:20]=[C:21]3[C:16](=[CH:17][C:18]=2[O:25]1)[CH2:15][C@H:14]([N:10]1[CH2:9][C@H:8]([C:4]2[CH:5]=[CH:6][CH:7]=[C:2]([Cl:1])[CH:3]=2)[O:12][C:11]1=[O:13])[CH2:23][CH2:22]3)=[O:34])[CH3:37] |f:2.3.4|. Procedure: A mixture of 0.90 g of the above catechol derivative, 0.836 g of diethyl dibromomalonate and 1.8 g of powdered anhydrous potassium carbonate in 15 ml of acetone is stirred at room temperature for 18 hours. The reaction mixture is filtered and concentrated in vacuo to give 0.708 g of a mixture of diastereomers as a colorless oil.